describe an organic reaction: reactants, conditions, products, and yield From a dataset of the Open Reaction Database (ORD), a public repository of structured organic reaction records. Starting materials: solid, BrC1=CC(=CC=2C(=C3N(C12)CCNC3=O)C)C#N (6-bromo-10-methyl-1-oxo-1,2,3,4-tetrahydro-pyrazino[1,2-a]indole-8-carbonitrile), BrC1=CC(=CC=2C(=C3N(C12)CCNC3=O)C)C#N (6-bromo-10-methyl-1-oxo-1,2,3,4-tetrahydro-pyrazino[1,2-a]indole-8-carbonitrile), ClC=1C=C(C=C(C1)Cl)B(O)O (3,5-dichloro-phenylboronic acid). Product: ClC=1C=C(C=C(C1)Cl)C1=CC(=CC=2C(=C3N(C12)CCNC3=O)C)C#N (6-(3,5-Dichlorophenyl)-10-methyl-1-oxo-3,4-dihydro-2H-pyrazino[1,2-a]indole-8-carbonitrile). RXN SMILES: Br[C:2]1[C:10]2[N:9]3[CH2:11][CH2:12][NH:13][C:14](=[O:15])[C:8]3=[C:7]([CH3:16])[C:6]=2[CH:5]=[C:4]([C:17]#[N:18])[CH:3]=1.[Cl:19][C:20]1[CH:21]=[C:22](B(O)O)[CH:23]=[C:24]([Cl:26])[CH:25]=1>>[Cl:19][C:20]1[CH:21]=[C:22]([C:2]2[C:10]3[N:9]4[CH2:11][CH2:12][NH:13][C:14](=[O:15])[C:8]4=[C:7]([CH3:16])[C:6]=3[CH:5]=[C:4]([C:17]#[N:18])[CH:3]=2)[CH:23]=[C:24]([Cl:26])[CH:25]=1. Reported procedure: The title compound, light grey solid (58 mg, 62%), MS (ISN) m/z=368.4 [(M−H)+], mp 347° C., was prepared in accordance with the general method of example 1 from 6-bromo-10-methyl-1-oxo-1,2,3,4-tetrahydro-pyrazino[1,2-a]indole-8-carbonitrile (intermediate 16) (76 mg, 0.25 mmol) and commercially available 3,5-dichloro-phenylboronic acid (62.0 mg, 0.325 mmol). Starting materials: [BH4-].[Na+] (sodium borohydride), FC=1C=C(C=C(C1O[Si](C(C)C)(C(C)C)C(C)C)F)C(C(C)N1CCC(CC1)(C1=CC=CC=C1)O)=O (1-(3,5-difluoro-4-triisopropylsilyloxyphenyl)-2-(4-hydroxy-4-phenylpiperidin-1-yl)-propan-1-one). Run in C(C)O (ethanol). Conditions: time 10 minute. Product: FC=1C=C(C=C(C1O[Si](C(C)C)(C(C)C)C(C)C)F)C(C(C)N1CCC(CC1)(C1=CC=CC=C1)O)O (1-(3,5-difluoro-4-triisopropylsilyloxyphenyl)-2-(4-hydroxy-4-phenylpiperidin-1-yl)-propan-1-ol). The yield is 30.9%. RXN SMILES: [BH4-].[Na+].[F:3][C:4]1[CH:5]=[C:6]([C:22](=[O:38])[CH:23]([N:25]2[CH2:30][CH2:29][C:28]([OH:37])([C:31]3[CH:36]=[CH:35][CH:34]=[CH:33][CH:32]=3)[CH2:27][CH2:26]2)[CH3:24])[CH:7]=[C:8]([F:21])[C:9]=1[O:10][Si:11]([CH:18]([CH3:20])[CH3:19])([CH:15]([CH3:17])[CH3:16])[CH:12]([CH3:14])[CH3:13]>C(O)C>[F:3][C:4]1[CH:5]=[C:6]([CH:22]([OH:38])[CH:23]([N:25]2[CH2:26][CH2:27][C:28]([OH:37])([C:31]3[CH:32]=[CH:33][CH:34]=[CH:35][CH:36]=3)[CH2:29][CH2:30]2)[CH3:24])[CH:7]=[C:8]([F:21])[C:9]=1[O:10][Si:11]([CH:12]([CH3:13])[CH3:14])([CH:15]([CH3:17])[CH3:16])[CH:18]([CH3:20])[CH3:19] |f:0.1|. Procedure: A mixture of sodium borohydride (0.16 g, 4.23 mmol) and ethanol (5 mL) was stirred 10 min and then 1-(3,5-difluoro-4-triisopropylsilyloxyphenyl)-2-(4-hydroxy-4-phenylpiperidin-1-yl)-propan-1-one (1.40 g, 2.86 mmol in 20 mL of ethanol) was added. The reaction was stirred at ambient temperature for 3 days. The reaction was quenched with water and stirred 4 h. The white precipitate which formed was collected by filtration and recrystallized from ethanol to afford 0.46 g (32%) of 1R*,2R*1-(3,5-diflu... Reactants: CN1CC2=C(C(CC1)O)C=CO2 (7-methyl-5,6,7,8-tetrahydro-4H-furo[2,3-c]azepin-4-ol), ClC1=C(C=CC=C1Cl)F (2,3-dichloro-1-fluorobenzene). Product: Cl.ClC1=C(C=CC=C1Cl)OC1C2=C(CN(CC1)C)OC=C2 (4-(2,3-Dichlorophenyloxy)-7-methyl-5,6,7,8-tetrahydro-4H-furo[2,3-c]azepine hydrochloride). RXN SMILES: [CH3:1][N:2]1[CH2:8][CH2:7][CH:6]([OH:9])[C:5]2[CH:10]=[CH:11][O:12][C:4]=2[CH2:3]1.[Cl:13][C:14]1[C:19]([Cl:20])=[CH:18][CH:17]=[CH:16][C:15]=1F>>[ClH:13].[Cl:13][C:14]1[C:19]([Cl:20])=[CH:18][CH:17]=[CH:16][C:15]=1[O:9][CH:6]1[CH2:7][CH2:8][N:2]([CH3:1])[CH2:3][C:4]2[O:12][CH:11]=[CH:10][C:5]1=2 |f:2.3|. Procedure: The same method as in Example 3 was conducted using 7-methyl-5,6,7,8-tetrahydro-4H-furo[2,3-c]azepin-4-ol (Reference Example 19) instead of 6-methyl-4,5,6,7-tetrahydrothieno[2,3-c]pyridin-4-ol (Reference Example 6) and was conducted using 2,3-dichloro-1-fluorobenzene instead of 1,3-difluorobenzene to give the objective compound. The reactants are ClC1(C(NC2=CC=C(C=C12)Cl)=O)C1=C(C=CC=C1)OC (3,5-dichloro-3-(2-methoxyphenyl)-1,3-dihydro-2H-indol-2-one), FC(C(=O)O)(F)F.N[C@H](C(=O)N(C)C)CCC(=O)N ((2S)-2-amino-N1,N1-dimethylpentanediamide trifluoroacetate). Product: ClC=1C=C2C(C(NC2=CC1)=O)(C1=C(C=CC=C1)OC)N[C@H](C(=O)N(C)C)CCC(=O)N ((2S)-2-{[5-chloro-3-(2-methoxyphenyl)-2-oxo-2,3-dihydro-1H-indol-3-yl]amino}-N1,N1-dimethylpentanediamide). RXN SMILES: Cl[C:2]1([C:13]2[CH:18]=[CH:17][CH:16]=[CH:15][C:14]=2[O:19][CH3:20])[C:10]2[C:5](=[CH:6][CH:7]=[C:8]([Cl:11])[CH:9]=2)[NH:4][C:3]1=[O:12].FC(F)(F)C(O)=O.[NH2:28][C@@H:29]([CH2:35][CH2:36][C:37]([NH2:39])=[O:38])[C:30]([N:32]([CH3:34])[CH3:33])=[O:31]>>[Cl:11][C:8]1[CH:9]=[C:10]2[C:5](=[CH:6][CH:7]=1)[NH:4][C:3](=[O:12])[C:2]2([NH:28][C@@H:29]([CH2:35][CH2:36][C:37]([NH2:39])=[O:38])[C:30]([N:32]([CH3:34])[CH3:33])=[O:31])[C:13]1[CH:18]=[CH:17][CH:16]=[CH:15][C:14]=1[O:19][CH3:20] |f:1.2|. Procedure details: With 1.03 g of 3,5-dichloro-3-(2-methoxyphenyl)-1,3-dihydro-2H-indol-2-one and the compound obtained in Step 68-2 (3.66 mmol, crude form) as starting materials, respectively 168 mg (Isomer A, colorless amorphous) and 204 mg (Isomer B, colorless amorphous) of two species of diastereoisomers of the title compound were obtained by a similar method to Step 4-2. The solvent is C(C)#N (acetonitrile). The reactants are O (water), C(C1=CC=CC=C1)C1=CC=C(C=C1)O (4-(benzyl)phenol), BrCCCl (1-bromo-2-chloroethane), C([O-])([O-])=O.[Cs+].[Cs+] (cesium carbonate). Procedure: A solution of 4-(benzyl)phenol (638 mg, 3.46 mmol), 1-bromo-2-chloroethane (2.3 mL, 27.7 mmol) and cesium carbonate (4.5 g, 27.7 mmol) in 35 mL of acetonitrile was heated at reflux for 12 hours. After cooling, water was added. The mixture was extracted with ethyl acetate. The organic layer was washed with brine, dried over sodium sulfate, and concentrated under reduced pressure. Flash chromatography gave 734 mg of 1-(2-chloroethoxy)-4-(benzyl)benzene, 1H NMR (300 MHz, CDCl3) δ 7.29 (dd, 2H), 7.1... Product: ClCCOC1=CC=C(C=C1)CC1=CC=CC=C1 (1-(2-chloroethoxy)-4-(benzyl)benzene). The yield is 86.0%. Reaction SMILES: [CH2:1]([C:8]1[CH:13]=[CH:12][C:11]([OH:14])=[CH:10][CH:9]=1)[C:2]1[CH:7]=[CH:6][CH:5]=[CH:4][CH:3]=1.Br[CH2:16][CH2:17][Cl:18].C(=O)([O-])[O-].[Cs+].[Cs+].O>C(#N)C>[Cl:18][CH2:17][CH2:16][O:14][C:11]1[CH:10]=[CH:9][C:8]([CH2:1][C:2]2[CH:3]=[CH:4][CH:5]=[CH:6][CH:7]=2)=[CH:13][CH:12]=1 |f:2.3.4|. The reactants are C(CC(=O)C)(=O)OC1(CCC(CC1)C(C)C)C (1-menthyl acetoacetate), [{RuCl((R)-SEGPHOS)}2(μ-Cl)3][NH2Me2]. The reagents and catalysts are catalyst. Run in CO (methanol). Yields the product O[C@@H](CC(=O)OC1(CCC(CC1)C(C)C)C)C ((3R)-1-menthyl 3-hydroxybutyrate). Isolated yield 98.4%. RXN SMILES: [C:1]([O:7][C:8]1([CH3:17])[CH2:13][CH2:12][CH:11]([CH:14]([CH3:16])[CH3:15])[CH2:10][CH2:9]1)(=[O:6])[CH2:2][C:3]([CH3:5])=[O:4]>CO>[OH:4][C@H:3]([CH3:5])[CH2:2][C:1]([O:7][C:8]1([CH3:17])[CH2:9][CH2:10][CH:11]([CH:14]([CH3:15])[CH3:16])[CH2:12][CH2:13]1)=[O:6]. Reported procedure: 144.2 g (0.60 mol) of 1-menthyl acetoacetate, 98.8 mg (12.0 μmol) of a catalyst [{RuCl((R)-SEGPHOS)}2(μ-Cl)3][NH2Me2] and 75 ml of methanol were put into a 500 ml capacity autoclave and allowed to undergo the reaction at 70° C. for 5.5 hours under a hydrogen pressure of 4 MPa. The thus obtained reaction solution was subjected to evaporation of the solvent and then distilled under a reduced pressure (121° C./170 Pa) to obtain 143.1 g (yield 98.4%) of the (3R)-1-menthyl 3-hydroxybutyrate of intere... Reactants: C(C=C)OC=1C=C(C=CC1Br)O (3-(allyloxy)-4-bromophenol), C(=O)([O-])[O-].[K+].[K+] (K2CO3), crude products. Run in C(C)OCC (diethyl ether), CN(C)C=O (DMF). Reaction conditions: temperature 100 celsius. Yields the product C(C=C)OC=1C=C(OC2=CC=C(C=O)C=C2)C=CC1Br (4-[3-(allyloxy)-4-bromophenoxy]benzaldehyde). Isolated yield 166.3%. Reaction SMILES: [CH2:1]([O:4][C:5]1[CH:6]=[C:7]([OH:12])[CH:8]=[CH:9][C:10]=1[Br:11])[CH:2]=[CH2:3].[C:13]([O-:16])([O-])=O.[K+].[K+]>CN(C=O)C.C(OCC)C>[CH2:1]([O:4][C:5]1[CH:6]=[C:7]([CH:8]=[CH:9][C:10]=1[Br:11])[O:12][C:5]1[CH:6]=[CH:7][C:8]([CH:13]=[O:16])=[CH:9][CH:10]=1)[CH:2]=[CH2:3] |f:1.2.3|. Reported procedure: 4-Flurorbenzaldehyde (1.15 mL, 10.76 mmoles) was added to a solution of the product from Example 63B (1.76 g, 7.69 mmoles) and K2CO3 (3.19 g, 23.1 mmoles) in DMF (7.7 mL). The reaction mixture was heated to 100° C. for 14 h and was cooled to room temperature The crude products were diluted with diethyl ether, extracted with sat. NH4Cl, extracted with H2O (2×), rinsed with brine, dried (Na2SO4), and concentrated under reduced pressure. The residue was purified by flash chromatography on a prepack... Procedure details: A solution of 23 (1.7 g, 5.7 mmol), N,O Dimethylhydroxyamine HCl (1.7 g, 17.1 mmol), DMAP (2.1 g, 17.1 mmol), and EDCl (1.9 g, 10 mmol) in DMF (30 ml) was stirred at rt for 1 hr. The reaction was then poured into 2 NHCl and extracted with EtOAc which was dried over MgSO4, concentrated, and the product was purified by column chromatography on silica gel (30% Et OAc/Hex) to give 121 as a solid (1.4 g, 74%); Mp=109–111° C.; 1H NMR (CDCl3) δ 7.77 (d, 2 H, J=8.7 Hz), 7.09 (d, 1 H, J=2.4 Hz), 6.99–6.9... Solvent: CN(C)C=O (DMF). Reactants: COC=1C=C(C2=C(C=C(O2)C2=CC=C(C=C2)OC)C1)C(=O)O (5-Methoxy-2-(4-methoxy-phenyl)-benzofuran-7-carboxylic acid), Cl.CNOC (N,O Dimethylhydroxyamine HCl), CCN=C=NCCCN(C)C.Cl (EDCl). The reagents and catalysts are CN(C)C=1C=CN=CC1 (DMAP). Isolated yield 72.0%. RXN SMILES: [CH3:1][O:2][C:3]1[CH:4]=[C:5]([C:20](O)=[O:21])[C:6]2[O:10][C:9]([C:11]3[CH:16]=[CH:15][C:14]([O:17][CH3:18])=[CH:13][CH:12]=3)=[CH:8][C:7]=2[CH:19]=1.Cl.[CH3:24][NH:25][O:26][CH3:27].CCN=C=NCCCN(C)C.Cl>CN(C1C=CN=CC=1)C.CN(C=O)C>[CH3:27][O:26][N:25]([CH3:24])[C:20]([C:5]1[C:6]2[O:10][C:9]([C:11]3[CH:12]=[CH:13][C:14]([O:17][CH3:18])=[CH:15][CH:16]=3)=[CH:8][C:7]=2[CH:19]=[C:3]([O:2][CH3:1])[CH:4]=1)=[O:21] |f:1.2,3.4|. The product is CON(C(=O)C1=CC(=CC=2C=C(OC21)C2=CC=C(C=C2)OC)OC)C (5-Methoxy-2-(4-methoxy-phenyl)-benzofuran-7-carboxylic acid methoxy-methyl-amide).